From a dataset of the Open Reaction Database (ORD), a public repository of structured organic reaction records. describe an organic reaction: reactants, conditions, products, and yield Reactants: CO, [H][H], COCOc1ccc(N)c([N+](=O)[O-])c1. Product: COCOc1ccc(N)c(N)c1. As a reaction SMILES: [CH3:17][OH:18].[H:15][H:16].[N+:1]([O-:2])(=[O:3])[c:4]1[c:5]([NH2:6])[cH:7][cH:8][c:9]([O:11][CH2:12][O:13][CH3:14])[cH:10]1>>[NH2:1][c:4]1[c:5]([NH2:6])[cH:7][cH:8][c:9]([O:11][CH2:12][O:13][CH3:14])[cH:10]1. The product is C(C)(C)(CC)C1=CC=C(C=C1)S(=O)(=O)NC1=NC=NC(=C1C1=CC=C(C=C1)C)OCCOC1=NC=C(C=C1)Br (4-tert-amyl-N-{6-[2-(5-bromopyridin-2-yloxy)ethoxy]-5-(4-methylphenyl)pyrimidin-4-yl}benzenesulfonamide). Run at time 8 hour. The reactants are BrC=1C=NC(=NC1)OCCOC1=C(C(=NC=N1)N)C1=CC=C(C=C1)C (6-[2-(5-bromopyrimidin-2-yloxy)ethoxy]-5-(4-methylphenyl)pyrimidin-4-amine), C(C)(C)(CC)C1=CC=C(C=C1)S(=O)(=O)Cl (4-tert-amylbenzenesulfonyl chloride), [OH-].[K+] (potassium hydroxide), C1(=CC=CC=C1)C (toluene). Reagents/catalysts: S(=O)(=O)(O)[O-].C(CCC)[N+](CCCC)(CCCC)CCCC (tetrabutylammonium hydrogen sulfate). RXN SMILES: [Br:1][C:2]1[CH:3]=[N:4][C:5]([O:8][CH2:9][CH2:10][O:11][C:12]2[N:17]=[CH:16][N:15]=[C:14]([NH2:18])[C:13]=2[C:19]2[CH:24]=[CH:23][C:22]([CH3:25])=[CH:21][CH:20]=2)=N[CH:7]=1.[C:26]([C:31]1[CH:36]=[CH:35][C:34]([S:37](Cl)(=[O:39])=[O:38])=[CH:33][CH:32]=1)([CH2:29][CH3:30])([CH3:28])[CH3:27].[OH-].[K+].[C:43]1(C)C=CC=CC=1>S([O-])(O)(=O)=O.C([N+](CCCC)(CCCC)CCCC)CCC.[Cl-].[NH4+]>[C:26]([C:31]1[CH:36]=[CH:35][C:34]([S:37]([NH:18][C:14]2[C:13]([C:19]3[CH:24]=[CH:23][C:22]([CH3:25])=[CH:21][CH:20]=3)=[C:12]([O:11][CH2:10][CH2:9][O:8][C:5]3[CH:43]=[CH:7][C:2]([Br:1])=[CH:3][N:4]=3)[N:17]=[CH:16][N:15]=2)(=[O:39])=[O:38])=[CH:33][CH:32]=1)([CH2:29][CH3:30])([CH3:28])[CH3:27] |f:2.3,5.6,7.8|. Run in [Cl-].[NH4+] (ammonium chloride). Procedure: A mixture of 6-[2-(5-bromopyrimidin-2-yloxy)ethoxy]-5-(4-methylphenyl)pyrimidin-4-amine (150 mg), 4-tert-amylbenzenesulfonyl chloride (184 mg), 96% potassium hydroxide (powder, 300 mg), tetrabutylammonium hydrogen sulfate (34 mg) and toluene (10 ml) is stirred at room temperature overnight. The mixture is diluted with saturated aqueous ammonium chloride solution, and extracted with ethyl acetate. The ethyl acetate layer is washed, dried, and evaporated to remove the solvent. The residue is purif... The reactants are CS(=O)(=O)OCCN1C=2C=CC(=CC2C=2C3=C(C(=CC12)C1=C(C=CC=C1OC)Cl)C(NC3=O)=O)O (2-(4-(2-Chloro-6-methoxyphenyl)-9-hydroxy-1,3-dioxo-2,3-dihydropyrrolo[3,4-c]carbazol-6 (1H)-yl)ethyl methanesulfonate), N1CCOCC1 (morpholine), COC1=CC=2C=3C4=C(C(=CC3NC2C=C1)C(=O)OCC1=CC=CC=C1)C(NC4=O)=O (benzyl 9-methoxy-1,3-dioxo-1,2,3,6-tetrahydropyrrolo[3,4-c]carbazole-4-carboxylate). Procedure details: Reaction of 2-(4-(2-Chloro-6-methoxyphenyl)-9-hydroxy-1,3-dioxo-2,3-dihydropyrrolo[3,4-c]carbazol-6 (1H)-yl)ethyl methanesulfonate (VII; Ar=2-chloro-6-methoxyphenyl, n=2, mesylate) (114) prepared as described in example 66 with morpholine using the procedure described in example 179 of Scheme 3 gave 4-(2-Chloro-6-methoxyphenyl)-9-hydroxy-6-[2-(4-morpholinyl)ethyl]pyrrolo[3,4-c]carbazole-1,3(2H,6H)-dione (VIII; Ar=2-chloro-6-methoxyphenyl, n=2, Z=4-morpholinyl) (115) in an 81% yield as a yellow p... Yields the product ClC1=C(C(=CC=C1)OC)C1=CC=2N(C=3C=CC(=CC3C2C2=C1C(NC2=O)=O)O)CCN2CCOCC2 (4-(2-Chloro-6-methoxyphenyl)-9-hydroxy-6-[2-(4-morpholinyl)ethyl]pyrrolo[3,4-c]carbazole-1,3(2H,6H)-dione). RXN SMILES: CS(O[CH2:6][CH2:7][N:8]1[C:20]2[CH:19]=[C:18]([C:21]3[C:26]([O:27][CH3:28])=[CH:25][CH:24]=[CH:23][C:22]=3[Cl:29])[C:17]3[C:30](=[O:34])[NH:31][C:32](=[O:33])[C:16]=3[C:15]=2[C:14]2[CH:13]=[C:12]([OH:35])[CH:11]=[CH:10][C:9]1=2)(=O)=O.[NH:36]1[CH2:41][CH2:40][O:39][CH2:38][CH2:37]1.COC1C=CC2NC3C=C(C(OCC4C=CC=CC=4)=O)C4C(=O)NC(=O)C=4C=3C=2C=1>>[Cl:29][C:22]1[CH:23]=[CH:24][CH:25]=[C:26]([O:27][CH3:28])[C:21]=1[C:18]1[C:17]2[C:30](=[O:34])[NH:31][C:32](=[O:33])[C:16]=2[C:15]2[C:14]3[CH:13]=[C:12]([OH:35])[CH:11]=[CH:10][C:9]=3[N:8]([CH2:7][CH2:6][N:36]3[CH2:41][CH2:40][O:39][CH2:38][CH2:37]3)[C:20]=2[CH:19]=1. Yield: 81.0%. Starting materials: [Li+].C[Si](C)(C)[N-][Si](C)(C)C (LHMDS), CN(C1=NC(=C(C(=N1)C)CC(=O)OC)C1=CC=CC=C1)C (methyl 2-(2-(dimethylamino)-4-methyl-6-phenylpyrimidin-5-yl)acetate), ICCC (iodopropane). Solvent: CN(C)C=O (DMF). Reaction conditions: temperature -15 celsius, time 15 minute. Product: CN(C1=NC(=C(C(=N1)C)C(C(=O)OC)CCC)C1=CC=CC=C1)C (Methyl 2-(2-(dimethylamino)-4-methyl-6-phenylpyrimidin-5-yl)pentanoate). Yield: 79.0%. As a reaction SMILES: [CH3:1][N:2]([CH3:21])[C:3]1[N:8]=[C:7]([CH3:9])[C:6]([CH2:10][C:11]([O:13][CH3:14])=[O:12])=[C:5]([C:15]2[CH:20]=[CH:19][CH:18]=[CH:17][CH:16]=2)[N:4]=1.[Li+].C[Si]([N-][Si](C)(C)C)(C)C.I[CH2:33][CH2:34][CH3:35]>CN(C=O)C>[CH3:21][N:2]([CH3:1])[C:3]1[N:8]=[C:7]([CH3:9])[C:6]([CH:10]([CH2:33][CH2:34][CH3:35])[C:11]([O:13][CH3:14])=[O:12])=[C:5]([C:15]2[CH:20]=[CH:19][CH:18]=[CH:17][CH:16]=2)[N:4]=1 |f:1.2|. Procedure details: A solution of methyl 2-(2-(dimethylamino)-4-methyl-6-phenylpyrimidin-5-yl)acetate (750 mg; 2.63 mmol) in dry DMF (13 mL) was cooled to −15° C. LHMDS (2.89 mL, 2.89 mmol; 1M in THF) was added dropwise and the mixture was stirred at −15° C. for 15 min followed by the dropwise addition of iodopropane (0.385 mL; 3.94 mmol), after stirring for 2 h at −15° C. the mixture was allowed to warm up to room temperature. After 1 h the reaction was quenched by adding a saturated solution of ammonium chloride....